This data is from the Open Reaction Database (ORD), a public repository of structured organic reaction records. The task is: describe an organic reaction: reactants, conditions, products, and yield The product is OCCN1CCN(c2nc3nc(Cl)nc(N4CCOCC4)c3s2)CC1. Reaction SMILES: [Cl:1][c:2]1[n:3][c:4]([N:15]2[CH2:16][CH2:17][O:18][CH2:19][CH2:20]2)[c:5]2[c:6]([n:7]1)[n:8][c:9]([S:11]([CH3:12])(=[O:13])=[O:14])[s:10]2.[N:21]1([CH2:27][CH2:28][OH:29])[CH2:22][CH2:23][NH:24][CH2:25][CH2:26]1>>[Cl:1][c:2]1[n:3][c:4]([N:15]2[CH2:16][CH2:17][O:18][CH2:19][CH2:20]2)[c:5]2[c:6]([n:7]1)[n:8][c:9]([N:24]1[CH2:23][CH2:22][N:21]([CH2:27][CH2:28][OH:29])[CH2:26][CH2:25]1)[s:10]2. Starting materials: CS(=O)(=O)c1nc2nc(Cl)nc(N3CCOCC3)c2s1, OCCN1CCNCC1. The reactants are C(C)(C)(C)OC(NC1CCN(CC1)C(C1=C(C=NC=C1)NC1=C(C=C(C=C1)I)F)=O)=O (tert-butyl(1-{3-[(2-fluoro-4-iodophenyl)amino]isonicotinoyl}piperidin-4-yl)carbamate), Cl (HCl), C(C)(C)(C)OC(NC1CCN(CC1)C(C1=C(C=NC=C1)NC1=C(C=C(C=C1)I)F)=O)=O (tert-butyl(1-{3-[(2-fluoro-4-iodophenyl)amino]isonicotinoyl}piperidin-4-yl)carbamate). The solvent is C(=O)(C(F)(F)F)O.C(Cl)Cl (TFA DCM), C(C)OCC (diethylether), CO (methanol), C(=O)(C(F)(F)F)O.ClCCl (TFA dichloromethane). Run at time 2 hour. Product: NC1CCN(CC1)C(=O)C1=C(C=NC=C1)NC1=C(C=C(C=C1)I)F (4-[(4-aminopiperidin-1-yl)carbonyl]-N-(2-fluoro-4-iodophenyl)pyridin-3-amine). As a reaction SMILES: C(OC(=O)[NH:7][CH:8]1[CH2:13][CH2:12][N:11]([C:14](=[O:30])[C:15]2[CH:20]=[CH:19][N:18]=[CH:17][C:16]=2[NH:21][C:22]2[CH:27]=[CH:26][C:25]([I:28])=[CH:24][C:23]=2[F:29])[CH2:10][CH2:9]1)(C)(C)C.Cl>C(O)(C(F)(F)F)=O.ClCCl.CO.C(OCC)C>[NH2:7][CH:8]1[CH2:13][CH2:12][N:11]([C:14]([C:15]2[CH:20]=[CH:19][N:18]=[CH:17][C:16]=2[NH:21][C:22]2[CH:27]=[CH:26][C:25]([I:28])=[CH:24][C:23]=2[F:29])=[O:30])[CH2:10][CH2:9]1 |f:2.3|. Procedure: 4-[(4-aminopiperidin-1-yl)carbonyl]-N-(2-fluoro-4-iodophenyl)pyridin-3-amine was synthesized from tert-butyl(1-{3-[(2-fluoro-4-iodophenyl)amino]isonicotinoyl}piperidin-4-yl)carbamate (described below) by deprotection of the Boc group with TFA/DCM: 0.33 mmol of tert-butyl(1-{3-[(2-fluoro-4-iodophenyl)amino]isonicotinoyl}piperidin-4-yl)carbamate was dissolved in 4 ml of 50:50 mixture of TFA/dichloromethane. After 2 hours of stirring at room temperature the volatiles were stripped and the residue w... Starting materials: C1(C=2C(C(N1)=O)=CC=CC2)=O.[K] (potassium phthalimide), ClC=1C=C(C=CC1C)C1=NOC(C1)(C(F)(F)F)C1=CC(=C(C(=C1)Br)F)Br (3-(3-chloro-4-methylphenyl)-5-(3,5-dibromo-4-fluorophenyl)-5-trifluoromethyl-4,5-dihydroisoxazole), BrN1C(CCC1=O)=O (N-bromosuccinimide), N(=NC(C#N)(C)C)C(C#N)(C)C (2,2′-azobis(2-methylpropionitrile)). The solvent is CN(C=O)C (N,N-dimethylformamide), ClCCCl (1,2-dichloroethane), ClCCCl (1,2-dichloroethane), O (water). Reaction conditions: time 15 hour. Product: ClC1=C(C=CC(=C1)C1=NOC(C1)(C(F)(F)F)C1=CC(=C(C(=C1)Br)F)Br)CN1C(C=2C(C1=O)=CC=CC2)=O (N-[[2-chloro-4-[5-(3,5-dibromo-4-fluorophenyl)-5-trifluoromethyl-4,5-dihydroisoxazol-3-yl]phenyl]methyl]phthalimide), resin. Reaction SMILES: [Cl:1][C:2]1[CH:3]=[C:4]([C:9]2[CH2:13][C:12]([C:18]3[CH:23]=[C:22]([Br:24])[C:21]([F:25])=[C:20]([Br:26])[CH:19]=3)([C:14]([F:17])([F:16])[F:15])[O:11][N:10]=2)[CH:5]=[CH:6][C:7]=1[CH3:8].BrN1C(=O)CCC1=O.N(C(C)(C)C#N)=NC(C)(C)C#N.[C:47]1(=[O:57])[NH:51][C:50](=[O:52])[C:49]2=[CH:53][CH:54]=[CH:55][CH:56]=[C:48]12.[K]>ClCCCl.CN(C)C=O.O>[Cl:1][C:2]1[CH:3]=[C:4]([C:9]2[CH2:13][C:12]([C:18]3[CH:23]=[C:22]([Br:24])[C:21]([F:25])=[C:20]([Br:26])[CH:19]=3)([C:14]([F:17])([F:15])[F:16])[O:11][N:10]=2)[CH:5]=[CH:6][C:7]=1[CH2:8][N:51]1[C:50](=[O:52])[C:49]2=[CH:53][CH:54]=[CH:55][CH:56]=[C:48]2[C:47]1=[O:57] |f:3.4,^1:57|. Procedure details: To a solution of 3-(3-chloro-4-methylphenyl)-5-(3,5-dibromo-4-fluorophenyl)-5-trifluoromethyl-4,5-dihydroisoxazole (1.1 g) in 1,2-dichloroethane (7 mL) was added N-bromosuccinimide (0.38 g) and 2,2′-azobis(2-methylpropionitrile) (0.028 g). The mixture was heated to reflux for 3 hours and then cooled to room temperature. The resulting mixture was diluted with 1,2-dichloroethane (10 mL), washed with water (30 mL) and brine, dried over anhydrous sodium sulfate and concentrated under reduced pressur... The reactants are C(=O)OCCCC (n-butyl formate), C=CCCCCCCCC (1-decene), Cl (hydrochloric acid), CuCl2. Reagents/catalysts: [Pd](Cl)Cl (palladium chloride). The solvent is O1CCOCC1 (dioxane). Conditions: time 5 minute. Yields the product CC(C(=O)OCCCC)CCCCCCCC (n-butyl 2-methyldecanoate), C(CCCCCCCCCC)(=O)OCCCC (n-butyl undecanoate), formic acid ester. As a reaction SMILES: [CH:1]([O:3][CH2:4][CH2:5][CH2:6][CH3:7])=[O:2].[CH2:8]=[CH:9][CH2:10][CH2:11][CH2:12][CH2:13][CH2:14][CH2:15][CH2:16][CH3:17].Cl>O1CCOCC1.[Pd](Cl)Cl>[CH3:8][CH:9]([CH2:10][CH2:11][CH2:12][CH2:13][CH2:14][CH2:15][CH2:16][CH3:17])[C:1]([O:3][CH2:4][CH2:5][CH2:6][CH3:7])=[O:2].[C:1]([O:3][CH2:4][CH2:5][CH2:6][CH3:7])(=[O:2])[CH2:8][CH2:9][CH2:10][CH2:11][CH2:12][CH2:13][CH2:14][CH2:15][CH2:16][CH3:17]. Procedure details: A mixture of palladium chloride [27 mg, 0.15 mmol] and CuCl2 [41 mg, 0.30 mmol] in dioxane (10 ml) was stirred under carbon monoxide for 5 minutes. Then n-butyl formate (4 ml), 1-decene [0.75 g, 5.35 mmol] and aqueous hydrochloric acid (0.1 ml) were added and CO/O2 (1:1) was bubbled through the solution at room temperature and atmospheric pressure for a period of 24 hours. Analysis of the product gave n-butyl 2-methyldecanoate and n-butyl undecanoate with respectively 87% and 13% selectivity wit... Starting materials: Cn1c(S(C)(=O)=O)nc2cccnc21, CO, CCn1c(=O)n(-c2ccc(O)cc2)c2ncc(Cl)cc21, [H-], [Na+], CN(C)C=O. The product is CCn1c(=O)n(-c2ccc(Oc3nc4cccnc4n3C)cc2)c2ncc(Cl)cc21. As a reaction SMILES: [CH3:1][n:2]1[c:3]([S:11]([CH3:12])(=[O:13])=[O:14])[n:4][c:5]2[c:6]1[n:7][cH:8][cH:9][cH:10]2.[CH3:42][OH:43].[Cl:15][c:16]1[cH:17][c:18]2[c:19]([n:20][cH:21]1)[n:22](-[c:28]1[cH:29][cH:30][c:31]([OH:34])[cH:32][cH:33]1)[c:23](=[O:27])[n:24]2[CH2:25][CH3:26].[H-:36].[Na+:35].[O:37]=[CH:38][N:39]([CH3:40])[CH3:41]>>[CH3:1][n:2]1[c:3]([O:34][c:31]2[cH:30][cH:29][c:28](-[n:22]3[c:19]4[c:18]([cH:17][c:16]([Cl:15])[cH:21][n:20]4)[n:24]([CH2:25][CH3:26])[c:23]3=[O:27])[cH:33][cH:32]2)[n:4][c:5]2[c:6]1[n:7][cH:8][cH:9][cH:10]2. Reactants: C(C1=CC=CC=C1)NC1=C2CCCC(C2=C(C=C1)F)=O (5-(benzylamino)-8-fluoro-3,4-dihydro-1(2H)-naphthalenone), N1=CC=CC=C1 (pyridine), N1=CC=CC=C1 (pyridine), CS(=O)(=O)Cl (methanesulfonyl chloride), CS(=O)(=O)Cl (methanesulfonyl chloride), O (water). The solvent is ClCCl (dichloromethane). Run at time 4 hour. Yields the product C(C1=CC=CC=C1)N(S(=O)(=O)C)C1=CC=C(C=2C(CCCC12)=O)F (N-benzyl-N-(4-fluoro-5-oxo-5,6,7,8-tetrahydro-1-naphthalenyl)methanesulfonamide). As a reaction SMILES: [CH2:1]([NH:8][C:9]1[CH:18]=[CH:17][C:16]([F:19])=[C:15]2[C:10]=1[CH2:11][CH2:12][CH2:13][C:14]2=[O:20])[C:2]1[CH:7]=[CH:6][CH:5]=[CH:4][CH:3]=1.N1C=CC=CC=1.[CH3:27][S:28](Cl)(=[O:30])=[O:29].O>ClCCl>[CH2:1]([N:8]([C:9]1[C:10]2[CH2:11][CH2:12][CH2:13][C:14](=[O:20])[C:15]=2[C:16]([F:19])=[CH:17][CH:18]=1)[S:28]([CH3:27])(=[O:30])=[O:29])[C:2]1[CH:3]=[CH:4][CH:5]=[CH:6][CH:7]=1. Reported procedure: A solution of Example 44C (0.40 g, 1.5 mmol) in dichloromethane (9 mL) was treated with pyridine (0.36 mL, 4.4 mmol), treated with methanesulfonyl chloride (0.13 mL, 1.6 mmol), stirred for 4 hours, treated with pyridine (0.2 mL, 2.5 mmol), treated with methanesulfonyl chloride (0.10 mL, 1.3 mmol), stirred for 16 hours,refluxed for 9 hours, cooled to ambient temperature, treated with water (25 mL) and extracted with dichloromethane (3×20 mL). The combined dichloromethane extracts were washed with...